Dataset: the Open Reaction Database (ORD), a public repository of structured organic reaction records. Task: describe an organic reaction: reactants, conditions, products, and yield Starting materials: FC(OC=1C=C(C=CC1O)C=1OC=C(N1)CNC(C1=C(C=CC=C1)OCC)=O)F (N-[2-(3-difluoromethoxy-4-hydroxyphenyl)oxazol-4-ylmethyl]-2-ethoxybenzamide), BrC(C)C (2-bromopropane). The product is FC(OC=1C=C(C=CC1OC(C)C)C=1OC=C(N1)CNC(C1=C(C=CC=C1)OCC)=O)F (N-[2-(3-difluoromethoxy-4-isopropoxy phenyl)oxazol-4-ylmethyl]-2-ethoxybenzamide). Reaction SMILES: [F:1][CH:2]([F:29])[O:3][C:4]1[CH:5]=[C:6]([C:11]2[O:12][CH:13]=[C:14]([CH2:16][NH:17][C:18](=[O:28])[C:19]3[CH:24]=[CH:23][CH:22]=[CH:21][C:20]=3[O:25][CH2:26][CH3:27])[N:15]=2)[CH:7]=[CH:8][C:9]=1[OH:10].Br[CH:31]([CH3:33])[CH3:32]>>[F:29][CH:2]([F:1])[O:3][C:4]1[CH:5]=[C:6]([C:11]2[O:12][CH:13]=[C:14]([CH2:16][NH:17][C:18](=[O:28])[C:19]3[CH:24]=[CH:23][CH:22]=[CH:21][C:20]=3[O:25][CH2:26][CH3:27])[N:15]=2)[CH:7]=[CH:8][C:9]=1[O:10][CH:31]([CH3:33])[CH3:32]. Procedure details: Using the compound obtained in Example 373 and 2-bromopropane, white powdery N-[2-(3-difluoromethoxy-4-isopropoxy phenyl)oxazol-4-ylmethyl]-2-ethoxybenzamide was obtained following the procedure of Example 98.